From a dataset of the Open Reaction Database (ORD), a public repository of structured organic reaction records. describe an organic reaction: reactants, conditions, products, and yield Starting materials: CC1=C(C=2C(=NC=C(C2)SC)N1)C (2,3-dimethyl-5-methylthiopyrrolo[2,3-b]pyridine), Cl (hydrochloride), CC1=C(C=2C(=NC(=CC2)SC)N1)C (2,3-dimethyl-6-methylthio-pyrrolo[2,3-b]pyridine), C(C(=O)C1=CC=CC=C1)Cl (phenacyl chloride). Product: CC1=C(C=2C(N(C=C(C2)SC)CC(=O)C2=CC=CC=C2)=N1)C (2,3-Dimethyl-5-methylthio-7-phenacylpyrrolo[2,3-b]pyridine). Isolated yield 63.0%. Reaction SMILES: [CH3:1][C:2]1[NH:12][C:5]2=[N:6][CH:7]=[C:8]([S:10][CH3:11])[CH:9]=[C:4]2[C:3]=1[CH3:13].CC1NC2=NC(SC)=CC=C2C=1C.[CH2:27](Cl)[C:28]([C:30]1[CH:35]=[CH:34][CH:33]=[CH:32][CH:31]=1)=[O:29].Cl>>[CH3:1][C:2]1[N:12]=[C:5]2[N:6]([CH2:27][C:28]([C:30]3[CH:35]=[CH:34][CH:33]=[CH:32][CH:31]=3)=[O:29])[CH:7]=[C:8]([S:10][CH3:11])[CH:9]=[C:4]2[C:3]=1[CH3:13]. Procedure: The title compound was prepared on a 0.6 mmol scale from 2,3-dimethyl-5-methylthiopyrrolo[2,3-b]pyridine (prepared according to the procedure described for 2,3-dimethyl-6-methylthio-pyrrolo[2,3-b]pyridine) and phenacyl chloride as described in Example 43 yielding 140 mg (63%) pure title compound as the hydrochloride. Reactants: O=C([O-])[O-], CN(C)C=O, COc1ncccc1CCl, [K+], [K+], OCC1CCNCC1, O. The product is COc1ncccc1CN1CCC(CO)CC1. Reaction SMILES: [C:19](=[O:20])([O-:21])[O-:22].[CH3:26][N:27]([CH3:28])[CH:29]=[O:30].[Cl:9][CH2:10][c:11]1[c:12]([O:17][CH3:18])[n:13][cH:14][cH:15][cH:16]1.[K+:23].[K+:24].[NH:1]1[CH2:2][CH2:3][CH:4]([CH2:7][OH:8])[CH2:5][CH2:6]1.[OH2:25]>>[N:1]1([CH2:10][c:11]2[c:12]([O:17][CH3:18])[n:13][cH:14][cH:15][cH:16]2)[CH2:2][CH2:3][CH:4]([CH2:7][OH:8])[CH2:5][CH2:6]1. Reactants: [BH3-]C#N, CCCN(CCC)CCCCN(Cc1ccc(CNCc2ncc[nH]2)cc1)S(C)(=O)=O, CC(=O)O, CO, [Na+], O=C1CCCc2cccnc21. Product: CCCN(CCC)CCCCN(Cc1ccc(CN(Cc2ncc[nH]2)C2CCCc3cccnc32)cc1)S(C)(=O)=O. Reaction SMILES: [C:43]([BH3-:44])#[N:45].[CH2:1]([CH2:2][CH3:3])[N:4]([CH2:5][CH2:6][CH2:7][CH2:8][N:9]([S:10](=[O:11])(=[O:12])[CH3:13])[CH2:14][c:15]1[cH:16][cH:17][c:18]([CH2:21][NH:22][CH2:23][c:24]2[nH:25][cH:26][cH:27][n:28]2)[cH:19][cH:20]1)[CH2:29][CH2:30][CH3:31].[CH3:47][C:48](=[O:49])[OH:50].[CH3:51][OH:52].[Na+:46].[n:32]1[cH:33][cH:34][cH:35][c:36]2[c:41]1[C:40](=[O:42])[CH2:39][CH2:38][CH2:37]2>>[CH2:1]([CH2:2][CH3:3])[N:4]([CH2:5][CH2:6][CH2:7][CH2:8][N:9]([S:10](=[O:11])(=[O:12])[CH3:13])[CH2:14][c:15]1[cH:16][cH:17][c:18]([CH2:21][N:22]([CH2:23][c:24]2[n:25][cH:26][cH:27][nH:28]2)[CH:40]2[CH2:39][CH2:38][CH2:37][c:36]3[cH:35][cH:34][cH:33][n:32][c:41]32)[cH:19][cH:20]1)[CH2:29][CH2:30][CH3:31]. Reactants: BrC=1C=C(C=CC1)C1=CN(C=C(C1=O)C1=CC=CC=C1)C (3-(3-bromophenyl)-1-methyl-5-phenyl-4(1H)-pyridinone), FC(S(=O)(=O)OC)(F)F (methyl trifluoromethanesulfonate), 2-propane, N1C(C=CC=C1)=O (pyridinone). The solvent is C(Cl)(Cl)Cl (chloroform). Conditions: time 8 hour. Product: FC(S(=O)(=O)[O-])(F)F.BrC=1C=C(C=CC1)C=1C=[N+](C=C(C1OC)C1=CC=CC=C1)C (3-(3-bromophenyl)-4-methoxy-1-methyl-5-phenylpyridinium trifluoromethanesulfonate). RXN SMILES: [Br:1][C:2]1[CH:3]=[C:4]([C:8]2[C:13](=[O:14])[C:12]([C:15]3[CH:20]=[CH:19][CH:18]=[CH:17][CH:16]=3)=[CH:11][N:10]([CH3:21])[CH:9]=2)[CH:5]=[CH:6][CH:7]=1.N1C=CC=C[C:23]1=O.[F:29][C:30]([F:37])([F:36])[S:31]([O:34]C)(=[O:33])=[O:32]>C(Cl)(Cl)Cl>[F:29][C:30]([F:37])([F:36])[S:31]([O-:34])(=[O:33])=[O:32].[Br:1][C:2]1[CH:3]=[C:4]([C:8]2[CH:9]=[N+:10]([CH3:21])[CH:11]=[C:12]([C:15]3[CH:20]=[CH:19][CH:18]=[CH:17][CH:16]=3)[C:13]=2[O:14][CH3:23])[CH:5]=[CH:6][CH:7]=1 |f:4.5|. Reported procedure: A 10 g. portion of 3-(3-bromophenyl)-1-methyl-5-phenyl-4(1H)-pyridinone was made from 22 g. of the corresponding 2-propane as described in Example 1. A 3.4 g. portion of the intermediate pyridinone was dissolved in chloroform and 1.8 g. of methyl trifluoromethanesulfonate was added. The reaction mixture was allowed to stand overnight, and the volatile portions were then evaporated under vacuum. The residue was identified as 3-(3-bromophenyl)-4-methoxy-1-methyl-5-phenylpyridinium trifluoromethane... Starting materials: CCN=C=NCCCN(C)C, CN(C)c1ccncc1, CC1CN(C(=O)COc2ccc(Cl)cc2C(=O)O)C(C)CN1Cc1ccc(F)cc1, ClCCl, Cl, CC(C)(C)OC(=O)N1CCNCC1. Yields the product CC1CN(C(=O)COc2ccc(Cl)cc2C(=O)N2CCN(C(=O)OC(C)(C)C)CC2)C(C)CN1Cc1ccc(F)cc1. As a reaction SMILES: [CH3:32][N:33]([CH3:34])[CH2:35][CH2:36][CH2:37][N:38]=[C:39]=[N:40][CH2:41][CH3:42].[CH3:59][N:60]([CH3:61])[c:62]1[cH:63][cH:64][n:65][cH:66][cH:67]1.[Cl:1][c:2]1[cH:3][cH:4][c:5]([O:11][CH2:12][C:13](=[O:14])[N:15]2[CH:16]([CH3:30])[CH2:17][N:18]([CH2:22][c:23]3[cH:24][cH:25][c:26]([F:29])[cH:27][cH:28]3)[CH:19]([CH3:21])[CH2:20]2)[c:6]([C:7](=[O:8])[OH:9])[cH:10]1.[Cl:56][CH2:57][Cl:58].[ClH:31].[N:43]1([C:49](=[O:50])[O:51][C:52]([CH3:53])([CH3:54])[CH3:55])[CH2:44][CH2:45][NH:46][CH2:47][CH2:48]1>>[Cl:1][c:2]1[cH:3][cH:4][c:5]([O:11][CH2:12][C:13](=[O:14])[N:15]2[CH:16]([CH3:30])[CH2:17][N:18]([CH2:22][c:23]3[cH:24][cH:25][c:26]([F:29])[cH:27][cH:28]3)[CH:19]([CH3:21])[CH2:20]2)[c:6]([C:7](=[O:9])[N:46]2[CH2:45][CH2:44][N:43]([C:49](=[O:50])[O:51][C:52]([CH3:53])([CH3:54])[CH3:55])[CH2:48][CH2:47]2)[cH:10]1.